Dataset: the Open Reaction Database (ORD), a public repository of structured organic reaction records. Task: describe an organic reaction: reactants, conditions, products, and yield Starting materials: O[C@H]1COCC1 ((R)-(+)-3-hydroxytetrahydrofuran), C(=O)(Cl)Cl (phosgene), solution, C(=O)(Cl)Cl (phosgene). The solvent is C1(=CC=CC=C1)C (toluene), C1(=CC=CC=C1)C (toluene). Reaction conditions: time 2 hour. Yields the product O1C[C@@H](CC1)OC(=O)Cl (Chloroformic Acid 3(R)-tetrahydrofuranyl Ester). RXN SMILES: [C:1]([Cl:4])(Cl)=[O:2].[OH:5][C@@H:6]1[CH2:10][CH2:9][O:8][CH2:7]1>C1(C)C=CC=CC=1>[O:8]1[CH2:9][CH2:10][C@@H:6]([O:5][C:1]([Cl:4])=[O:2])[CH2:7]1. Reported procedure: 12.5 ml (24.15 mmol) of a 20% solution of phosgene in toluene are cooled in an ice-bath, a solution of 1.06 g (12.03 mmol) of (R)-(+)-3-hydroxytetrahydrofuran (JPS CHIMIE, Bevaix, Switzerland) in a small amount of toluene is then added dropwise and, after the mixture has been stirred at RT for 2 h, the excess phosgene is expelled with argon. After concentration by evaporation in a rotary evaporator under reduced pressure, the crude title compound is further processed without being further purifi... The reactants are NC1C2SC(C(N2C1=O)C(=O)OCC1=CC=C(C=C1)OC(C(C)(C)C)=O)(C)C (6-Amino-3,3-dimethyl-7-oxo-4-thia-1-azabicyclo[3.2.0]heptane-2-carboxylic acid, p-(pivaloyloxy)benzyl ester), NC1C2SC(C(N2C1=O)C(=O)OCC1=CC=C(C=C1)OC(CCC)=O)(C)C (6-Amino-3,3-dimethyl-7-oxo-4-thia-1-azabicyclo[3.2.0]heptane-2-carboxylic acid, p-(butyryloxy)benzyl ester). Product: NC1C2SC(C(N2C1=O)C(=O)OCC1=CC=C(C=C1)OC(CC)=O)(C)C (6-Amino-3,3-dimethyl-7-oxo-4-thia-1-azabicyclo[3.2.0]heptane-2-carboxylic acid, p-(propionyloxy)benzyl ester). As a reaction SMILES: [NH2:1][CH:2]1[C:8](=[O:9])[N:7]2[CH:3]1[S:4][C:5]([CH3:28])([CH3:27])[CH:6]2[C:10]([O:12][CH2:13][C:14]1[CH:19]=[CH:18][C:17]([O:20][C:21](=[O:26])[C:22](C)(C)[CH3:23])=[CH:16][CH:15]=1)=[O:11].NC1C(=O)N2C1SC(C)(C)C2C(OCC1C=CC(OC(=O)CCC)=CC=1)=O>>[NH2:1][CH:2]1[C:8](=[O:9])[N:7]2[CH:3]1[S:4][C:5]([CH3:27])([CH3:28])[CH:6]2[C:10]([O:12][CH2:13][C:14]1[CH:19]=[CH:18][C:17]([O:20][C:21](=[O:26])[CH2:22][CH3:23])=[CH:16][CH:15]=1)=[O:11]. Reported procedure: 6-Amino-3,3-dimethyl-7-oxo-4-thia-1-azabicyclo[3.2.0]heptane-2-carboxylic acid, p-(pivaloyloxy)benzyl ester; and 6-Amino-3,3-dimethyl-7-oxo-4-thia-1-azabicyclo[3.2.0]heptane-2-carboxylic acid, p-(butyryloxy)benzyl ester. Reactants: resultant mixture, Cl (hydrochloric acid), C(CC(C)C)(=O)Cl (isovaleryl chloride), C1(O)=CC(O)=CC=C1 (Resorcinol), [N+](=O)([O-])C1=CC=CC=C1 (nitrobenzene), [Cl-].[Al+3].[Cl-].[Cl-] (aluminum chloride). Run in O (water). The product is OC1=C(C=CC(=C1)O)C(=O)CC(C)C ((2,4-dihydroxyphenyl)(2-methylpropyl) ketone). As a reaction SMILES: [C:1]1([CH:8]=[CH:7][CH:6]=[C:4]([OH:5])[CH:3]=1)[OH:2].[N+](C1C=CC=CC=1)([O-])=O.[Cl-].[Al+3].[Cl-].[Cl-].[C:22](Cl)(=[O:27])[CH2:23][CH:24]([CH3:26])[CH3:25].Cl>O>[OH:2][C:1]1[CH:3]=[C:4]([OH:5])[CH:6]=[CH:7][C:8]=1[C:22]([CH2:23][CH:24]([CH3:26])[CH3:25])=[O:27] |f:2.3.4.5|. Procedure: Resorcinol, 5.506 g (50.00 mmol), was added to 45 ml of nitrobenzene and stirred cooling with cold water and 13.3 g (100 mmol, 2.00 equivalents) of aluminum chloride was added piecemeal and they were stirred, with a calcium chloride tube attached. Then, 6.03 g (50.0 mmol, 1.00 equivalent) of isovaleryl chloride was slowly added dropwise, stirred at room temperature for one hour, and further heated stirring at 90° C. for six hours. When the evolution of an acidic gas ceased, the resultant mixture... Procedure: The title compound is prepared as described in Example 54 starting from [4-(4-methyl-piperazin-1-ylmethyl)-phenyl]-[4-3-p-tolyl-1H-pyrazol-4-yl)-pyrimidin-2-yl]-amine (Example 60) and 2-dimethylamino-ethanol. Yields the product CN(CCN1N=CC(=C1C1=CC=C(C=C1)C)C1=NC(=NC=C1)NC1=CC=C(C=C1)CN1CCN(CC1)C)C ({4-[1-(2-Dimethylamino-ethyl)-5-p-tolyl-1H-pyrazol-4-yl]-pyrimidin-2-yl}-[4-(4 methyl-piperazin-1-ylmethyl)-phenyl]-amine). Starting materials: CN1CCN(CC1)CC1=CC=C(C=C1)NC1=NC=CC(=N1)C=1C(=NNC1)C1=CC=C(C=C1)C ([4-(4-Methyl-piperazin-1-ylmethyl)-phenyl]-[4-(3-p-tolyl-1H-pyrazol-4-yl)-pyrimidin-2-yl]-amine), CN(CCO)C (2-dimethylamino-ethanol). As a reaction SMILES: [CH3:1][N:2]1[CH2:7][CH2:6][N:5]([CH2:8][C:9]2[CH:14]=[CH:13][C:12]([NH:15][C:16]3[N:21]=[C:20]([C:22]4[C:23]([C:27]5[CH:32]=[CH:31][C:30]([CH3:33])=[CH:29][CH:28]=5)=[N:24][NH:25][CH:26]=4)[CH:19]=[CH:18][N:17]=3)=[CH:11][CH:10]=2)[CH2:4][CH2:3]1.[CH3:34][N:35]([CH3:39])[CH2:36][CH2:37]O>>[CH3:34][N:35]([CH3:39])[CH2:36][CH2:37][N:24]1[C:23]([C:27]2[CH:32]=[CH:31][C:30]([CH3:33])=[CH:29][CH:28]=2)=[C:22]([C:20]2[CH:19]=[CH:18][N:17]=[C:16]([NH:15][C:12]3[CH:11]=[CH:10][C:9]([CH2:8][N:5]4[CH2:6][CH2:7][N:2]([CH3:1])[CH2:3][CH2:4]4)=[CH:14][CH:13]=3)[N:21]=2)[CH:26]=[N:25]1. Starting materials: C(CCC)[Li] (n-Butyl lithium), C(C)(C)(C)OC(=O)N1CCC(CC1)C(C)=O (4-acetyl-piperidine-1-carboxylic acid tert-butyl ester), S1C=NC=C1 (thiazole). Solvent: C1CCOC1 (THF), C1CCOC1 (THF). Reaction conditions: temperature -78 celsius, time 30 minute. The product is OC(C)(C=1SC=CN1)C1CCN(CC1)C(=O)OC(C)(C)C (tert-butyl 4-[1-hydroxy-1-(1,3-thiazol-2-yl)ethyl]piperidine-1-carboxylate). Yield: 90.0%. Reaction SMILES: C([Li])CCC.[S:6]1[CH:10]=[CH:9][N:8]=[CH:7]1.[C:11]([O:15][C:16]([N:18]1[CH2:23][CH2:22][CH:21]([C:24](=[O:26])[CH3:25])[CH2:20][CH2:19]1)=[O:17])([CH3:14])([CH3:13])[CH3:12]>C1COCC1>[OH:26][C:24]([CH:21]1[CH2:20][CH2:19][N:18]([C:16]([O:15][C:11]([CH3:12])([CH3:14])[CH3:13])=[O:17])[CH2:23][CH2:22]1)([C:7]1[S:6][CH:10]=[CH:9][N:8]=1)[CH3:25]. Procedure details: n-Butyl lithium (0.281 mL, 0.702 mmol) was added dropwise to a stirred, cooled (−78° C.) mixture of thiazole (0.050 mL, 0.702 mmol) in THF (2.55 mL) and the mixture was stirred at −78° C. for 30 min. A solution of 4-acetyl-piperidine-1-carboxylic acid tert-butyl ester in THF (0.638 mL) was then added dropwise. Temperature was maintained at −78° C. for 30 min and then allowed to reach room temperature. The reaction was quenched with saturated NH4Cl solution and extracted with EtOAc (×2). The comb... Starting materials: resultant mixture, C(C(=O)Cl)(=O)Cl (Oxalyl chloride), FC1=C(C(=O)O)C=C(C(=C1)F)[N+](=O)[O-] (2,4-difluoro-5-nitrobenzoic acid), C(Cl)Cl (methylene chloride). Run in CN(C=O)C (N,N-dimethylformamide). The product is FC1=C(C(=O)Cl)C=C(C(=C1)F)[N+](=O)[O-] (2,4-Difluoro-5-nitrobenzoyl chloride). Yield: 101.8%. Reaction SMILES: [C:1](Cl)(=O)[C:2]([Cl:4])=[O:3].[F:7][C:8]1[CH:16]=[C:15]([F:17])[C:14]([N+:18]([O-:20])=[O:19])=[CH:13]C=1C(O)=O.C(Cl)Cl>CN(C)C=O>[F:7][C:8]1[CH:16]=[C:15]([F:17])[C:14]([N+:18]([O-:20])=[O:19])=[CH:13][C:1]=1[C:2]([Cl:4])=[O:3]. Procedure: Oxalyl chloride (94.0 g, 0.739 mol) is added dropwise to a mixture of 2,4-difluoro-5-nitrobenzoic acid (100.0 g, 0.492 mol), methylene chloride and N,N-dimethylformamide (0.600 ml). The resultant mixture is stirred 3.25 hours at relux, cooled to room temperature, and concentrated in vacuo to afford the title compound as a brown oil (111 g, 95.2). The reactants are ClC1=C(C(=NC(=C1C(=O)OC)C(F)(F)Cl)C(F)(F)F)C(=O)OCC (3-Ethyl 5-methyl 4-chloro-6-(chlorodifluoromethyl)-2-(trifluoromethyl)-3,5-pyridinedicarboxylate), C(C)NCC (diethylamine). Procedure: This compound was prepared as described in Example 37: 5.0 g (0.013 mol) of product of Example 28, 2.6 ml (0.025 mol) of diethylamine in 25 ml of DMF were reacted at room temperature for 16 hours affording a yellow semi-solid oil which was kugelrohr distilled at 80 Pa, pot temperature 102°-105° C., to give 4.63 g (82.3%) of product as a yellow solid; mp 31.5°-33° C. Isolated yield 82.3%. As a reaction SMILES: Cl[C:2]1[C:7]([C:8]([O:10][CH3:11])=[O:9])=[C:6]([C:12]([Cl:15])([F:14])[F:13])[N:5]=[C:4]([C:16]([F:19])([F:18])[F:17])[C:3]=1[C:20]([O:22][CH2:23][CH3:24])=[O:21].[CH2:25]([NH:27][CH2:28][CH3:29])[CH3:26]>CN(C=O)C>[Cl:15][C:12]([F:13])([F:14])[C:6]1[N:5]=[C:4]([C:16]([F:19])([F:18])[F:17])[C:3]([C:20]([O:22][CH2:23][CH3:24])=[O:21])=[C:2]([N:27]([CH2:28][CH3:29])[CH2:25][CH3:26])[C:7]=1[C:8]([O:10][CH3:11])=[O:9]. Product: ClC(C1=C(C(=C(C(=N1)C(F)(F)F)C(=O)OCC)N(CC)CC)C(=O)OC)(F)F (3-Ethyl 5-methyl 6-(chlorodifluoromethyl)-4-(diethylamino)-2-(trifluoromethyl)-3,5-pyridinedicarboxylate). Run in CN(C)C=O (DMF). Starting materials: O=CO, CC1C(c2cc(C(F)(F)F)cc(C(F)(F)F)c2)OC(=O)N1Cc1cc(C(F)(F)F)ccc1C#N. Reaction SMILES: [CH:35](=[O:36])[OH:37].[F:1][C:2]([c:3]1[cH:4][c:5]([CH:13]2[CH:14]([CH3:32])[N:15]([CH2:19][c:20]3[c:21]([C:22]#[N:23])[cH:24][cH:25][c:26]([C:28]([F:29])([F:30])[F:31])[cH:27]3)[C:16](=[O:18])[O:17]2)[cH:6][c:7]([C:9]([F:10])([F:11])[F:12])[cH:8]1)([F:33])[F:34]>>[F:1][C:2]([c:3]1[cH:4][c:5]([CH:13]2[CH:14]([CH3:32])[N:15]([CH2:19][c:20]3[c:21]([CH:22]=[O:36])[cH:24][cH:25][c:26]([C:28]([F:29])([F:30])[F:31])[cH:27]3)[C:16](=[O:18])[O:17]2)[cH:6][c:7]([C:9]([F:10])([F:11])[F:12])[cH:8]1)([F:33])[F:34]. Product: CC1C(c2cc(C(F)(F)F)cc(C(F)(F)F)c2)OC(=O)N1Cc1cc(C(F)(F)F)ccc1C=O. Reactants: BrC1=CC=C(C=C1)/C=C/C(=O)OC (methyl (2E)-3-(4-bromophenyl)acrylate), [H-].[Al+3].[Li+].[H-].[H-].[H-] (lithium aluminum hydride). The solvent is C1CCOC1 (THF). The product is BrC1=CC=C(C=C1)CCCO (3-(4-Bromophenyl)propan-1-ol). RXN SMILES: [Br:1][C:2]1[CH:7]=[CH:6][C:5](/[CH:8]=[CH:9]/[C:10](OC)=[O:11])=[CH:4][CH:3]=1.[H-].[Al+3].[Li+].[H-].[H-].[H-]>C1COCC1>[Br:1][C:2]1[CH:3]=[CH:4][C:5]([CH2:8][CH2:9][CH2:10][OH:11])=[CH:6][CH:7]=1 |f:1.2.3.4.5.6|. Procedure details: To a THF solution (0.5 M) of methyl (2E)-3-(4-bromophenyl)acrylate (1 eq.) was added, at 0° C., lithium aluminum hydride (1.0 M THF solution, 1 eq.) dropwise over a period of for 3 h. The reaction mixture was then warmed slowly to RT over 1 h. At 0° C., the reaction was carefully quenched with freshly-deoxygenated H2O. The organic layer was separated and washed with cold 10% aq. HCl. The aqueous washes were combined and back-extracted with ether. The organic extracts were then washed further wit...